Task: describe an organic reaction: reactants, conditions, products, and yield. Dataset: the Open Reaction Database (ORD), a public repository of structured organic reaction records The reactants are product, BrC1=CC(=C(C=C1)N)N (4-bromo-1,2-diamino benzene), CBr.C1(=CC=CC=C1)[PH+](C1=CC=CC=C1)C1=CC=CC=C1 (triphenyl phosphonium methyl bromide), NC1C(CCCC1)N (1,2-diaminocyclohexane), ClOC(C)(C)C (T-butyl hypochloride), C(C)(=O)O.C(=N)N (formamidine acetate), potassium osmate dihydrate, [F-].[Cs+] (cesium fluoride), S(=O)(Cl)Cl (Thionyl chloride), CC[C@@H]1CN2CC[C@@H]1C[C@@H]2[C@@H](C3=C4C=C(C=CC4=NC=C3)OC)OC5=NN=C(C6=CC=CC=C65)O[C@@H]([C@H]7C[C@@H]8CCN7C[C@@H]8CC)C9=C1C=C(C=CC1=NC=C9)OC ((DHQ)2PHAL), C(CCC)[Li] (n-butyl lithium), CCCCCC (hexane), C(N)(OC(=O)OC(C)(C)C)=O (Boc carbamate). The reagents and catalysts are [Cu](I)I (copper iodide). Product: N1C=NC2=C1C=CC(=C2)N2C(OC[C@@H]2C2=CC=C(C=C2)N(C2CC2)C2CC2)=O ((S)-3-(1H-benzo[d]imidazol-5-yl)-4-(4-(dicyclopropylamino)phenyl)oxazolidin-2-one). RXN SMILES: [CH2:1]([Li])[CH2:2][CH2:3][CH3:4].[CH3:6][CH2:7][CH2:8][CH2:9][CH2:10][CH3:11].CBr.C1([PH+]([C:27]2[CH:32]=[CH:31]C=CC=2)C2C=CC=CC=2)C=CC=CC=1.ClO[C:35]([CH3:38])(C)[CH3:36].[C:39](=[O:49])([O:41]C(OC(C)(C)C)=O)[NH2:40].CC[C@H]1[C@H]2C[C@H]([C@H](OC3C4C(=CC=CC=4)C(O[C@H]([C:96]4[CH:105]=CN=C5C=4C=C(OC)C=C5)[C@@H]4N5C[C@H](CC)[C@@H](CC5)C4)=NN=3)C3C=CN=C4C=3C=C(OC)C=C4)N(CC2)C1.S(Cl)(Cl)=O.BrC1C=CC([NH2:119])=C(N)C=1.[F-].[Cs+].NC1CCCCC1N.[C:131](O)(=O)[CH3:132].[CH:135]([NH2:137])=[NH:136]>[Cu](I)I>[NH:136]1[C:3]2[CH:2]=[CH:1][C:131]([N:40]3[C@@H:7]([C:8]4[CH:96]=[CH:105][C:11]([N:119]([CH:27]5[CH2:31][CH2:32]5)[CH:38]5[CH2:35][CH2:36]5)=[CH:10][CH:9]=4)[CH2:6][O:41][C:39]3=[O:49])=[CH:132][C:4]=2[N:137]=[CH:135]1 |f:2.3,9.10,12.13|. Procedure details: The compound was further synthesized according to method 5 starting from the product of step C (1.6 g, 7.96 mmol), 2.3M n-butyl lithium in hexane (6.19 mL, 14.92 mmol), triphenyl phosphonium methyl bromide (6.68 g, 15.92 mmol), T-butyl hypochloride (2 mL, 18.85 mmol), Boc carbamate (2.17 g, 18.60 mmol), (DHQ)2PHAL (240 mg, 0.309 mmol), potassium osmate dihydrate (90 mg, 0.247 mmol), Thionyl chloride (0.439 mL, 6.024 mmol), 4-bromo-1,2-diamino benzene (130 mg, 0.697 mmol), cesium fluoride (212 mg... The reactants are N(=[N+]=[N-])CCC1=CC=C(S1)C(=O)N (5-(2-azidoethyl)-2-thiophenecarboxamide), C1(=CC=CC=C1)P(C1=CC=CC=C1)C1=CC=CC=C1 (triphenylphosphine). The solvent is C(C)#N (acetonitrile). Yields the product NCCC1=CC=C(S1)C(=O)N (5-(2-aminoethyl)-2-thiophenecarboxamide). Reaction SMILES: [N:1]([CH2:4][CH2:5][C:6]1[S:10][C:9]([C:11]([NH2:13])=[O:12])=[CH:8][CH:7]=1)=[N+]=[N-].C1(P(C2C=CC=CC=2)C2C=CC=CC=2)C=CC=CC=1>C(#N)C>[NH2:1][CH2:4][CH2:5][C:6]1[S:10][C:9]([C:11]([NH2:13])=[O:12])=[CH:8][CH:7]=1. Procedure: 2-(2-Thienyl)ethyl p-toluenesulphonate (J.A.C.S. 95, 1973, 1247), acetyl chloride and aluminium chloride were reacted in methylene chloride to give 2-[(5-acetyl-2-thienyl)ethyl]p-toluenesulphonate (melting point 111°-112°, from ethanol). This was converted with sodium azide in dimethyl sulphoxide into 5-(2-azidoethyl)-2-thienyl methyl ketone. Oxidation with sodium hypobromite yielded 5-(2-azidoethyl)-2-thiophenecarboxylic acid of melting point 53°-55° C. Treatment of this acid with thionyl chlor... The reactants are CN(C)CC1(c2ccc(O)cc2)CCOCC1, COCCC1CCN(CCCCl)CC1, [K+], [K+], O=C([O-])[O-], CN(C)C=O. Yields the product COCCC1CCN(CCCOc2ccc(C3(CN(C)C)CCOCC3)cc2)CC1. As a reaction SMILES: [CH3:1][N:2]([CH3:3])[CH2:4][C:5]1([c:11]2[cH:12][cH:13][c:14]([OH:17])[cH:15][cH:16]2)[CH2:6][CH2:7][O:8][CH2:9][CH2:10]1.[Cl:18][CH2:19][CH2:20][CH2:21][N:22]1[CH2:23][CH2:24][CH:25]([CH2:28][CH2:29][O:30][CH3:31])[CH2:26][CH2:27]1.[K+:32].[K+:33].[O-:34][C:35]([O-:36])=[O:37].[O:38]=[CH:39][N:40]([CH3:41])[CH3:42]>>[CH3:1][N:2]([CH3:3])[CH2:4][C:5]1([c:11]2[cH:12][cH:13][c:14]([O:17][CH2:19][CH2:20][CH2:21][N:22]3[CH2:23][CH2:24][CH:25]([CH2:28][CH2:29][O:30][CH3:31])[CH2:26][CH2:27]3)[cH:15][cH:16]2)[CH2:6][CH2:7][O:8][CH2:9][CH2:10]1. Starting materials: O=C([O-])O, CS(=O)(=O)O, CO, CC(C)c1n(N=Cc2ccc(N(C)C)cc2)cc[n+]1N=Cc1ccc(N(C)C)cc1. Product: CS(=O)(=O)[O-], CC(C)c1n(N=Cc2ccc(N(C)C)cc2)cc[n+]1N=Cc1ccc(N(C)C)cc1. Reaction SMILES: [C:1](=[O:2])([O-:3])[OH:4].[CH3:35][S:36]([OH:37])(=[O:38])=[O:39].[CH3:40][OH:41].[CH3:5][N:6]([c:7]1[cH:8][cH:9][c:10]([CH:11]=[N:12][n+:13]2[c:14]([CH:29]([CH3:30])[CH3:31])[n:15]([N:18]=[CH:19][c:20]3[cH:21][cH:22][c:23]([N:26]([CH3:27])[CH3:28])[cH:24][cH:25]3)[cH:16][cH:17]2)[cH:32][cH:33]1)[CH3:34]>>[CH3:35][S:36](=[O:37])(=[O:38])[O-:39].[CH3:5][N:6]([c:7]1[cH:8][cH:9][c:10]([CH:11]=[N:12][n:13]2[c:14]([CH:29]([CH3:30])[CH3:31])[n+:15]([N:18]=[CH:19][c:20]3[cH:21][cH:22][c:23]([N:26]([CH3:27])[CH3:28])[cH:24][cH:25]3)[cH:16][cH:17]2)[cH:32][cH:33]1)[CH3:34]. Reactants: C12C3C(CC(C3C(C=C1)O2)=O)=O ((1RS,2SR,6RS,7SR)-10-oxatricyclo[5.2.1.02,6]dec-8-ene-3,5-dione). The reagents and catalysts are [Pd] (palladium on carbon). Run in CO (methanol). Product: C12C3C(CC(C3C(CC1)O2)=O)=O ((1RS,2SR,6RS,7SR)-10-oxatricyclo[5.2.1.02,6]decane-3,5-dione). Reaction SMILES: [CH:1]12[O:10][CH:7]([CH:8]=[CH:9]1)[CH:6]1[CH:2]2[C:3](=[O:12])[CH2:4][C:5]1=[O:11]>CO.[Pd]>[CH:7]12[O:10][CH:1]([CH2:9][CH2:8]1)[CH:2]1[CH:6]2[C:5](=[O:11])[CH2:4][C:3]1=[O:12]. Reported procedure: (1RS,2SR,6RS,7SR)-10-oxatricyclo[5.2.1.02,6]dec-8-ene-3,5-dione (2.1 g, 12.8 mmol), prepared in Step 1, is dissolved in warm methanol (180 ml) and the mixture is allowed to cool to room temperature. The mixture is then hydrogenated in the presence of 5% palladium on carbon (approx. 50 mg) at 3.5 bar for 4 hours. The catalyst is removed by filtration through diatomaceous earth and the filtrate is concentrated under reduced pressure to afford (1RS,2SR,6RS,7SR)-10-oxatricyclo[5.2.1.02,6]decane-3,5-... The reactants are C1CNCCNCCNCCN1, CC#N, CCC(Cc1c(I)cc(I)c(NC(=O)CCl)c1I)C(=O)O. Yields the product CCC(Cc1c(I)cc(I)c(NC(=O)CN2CCNCCNCCNCC2)c1I)C(=O)O. As a reaction SMILES: [CH2:1]1[CH2:2][NH:3][CH2:4][CH2:5][NH:6][CH2:7][CH2:8][NH:9][CH2:10][CH2:11][NH:12]1.[CH3:34][C:35]#[N:36].[Cl:13][CH2:14][C:15](=[O:16])[NH:17][c:18]1[c:19]([I:33])[c:20]([CH2:26][CH:27]([C:28](=[O:29])[OH:30])[CH2:31][CH3:32])[c:21]([I:25])[cH:22][c:23]1[I:24]>>[CH2:1]1[CH2:2][NH:3][CH2:4][CH2:5][NH:6][CH2:7][CH2:8][NH:9][CH2:10][CH2:11][N:12]1[CH2:14][C:15](=[O:16])[NH:17][c:18]1[c:19]([I:33])[c:20]([CH2:26][CH:27]([C:28](=[O:29])[OH:30])[CH2:31][CH3:32])[c:21]([I:25])[cH:22][c:23]1[I:24]. Starting materials: CCCCCCC, Cc1ccccc1, Fc1c(F)c(F)c(B(c2c(F)c(F)c(F)c(F)c2F)c2c(F)c(F)c(F)c(F)c2F)c(F)c1F, O. Yields the product OB(c1c(F)c(F)c(F)c(F)c1F)c1c(F)c(F)c(F)c(F)c1F. As a reaction SMILES: [CH3:36][CH2:37][CH2:38][CH2:39][CH2:40][CH2:41][CH3:42].[CH3:43][c:44]1[cH:45][cH:46][cH:47][cH:48][cH:49]1.[F:1][c:2]1[c:3]([F:34])[c:4]([F:33])[c:5]([F:32])[c:6]([F:31])[c:7]1[B:8]([c:9]1[c:10]([F:19])[c:11]([F:18])[c:12]([F:17])[c:13]([F:16])[c:14]1[F:15])[c:20]1[c:21]([F:22])[c:23]([F:24])[c:25]([F:26])[c:27]([F:28])[c:29]1[F:30].[OH2:35]>>[F:1][c:2]1[c:3]([F:34])[c:4]([F:33])[c:5]([F:32])[c:6]([F:31])[c:7]1[B:8]([c:9]1[c:10]([F:19])[c:11]([F:18])[c:12]([F:17])[c:13]([F:16])[c:14]1[F:15])[OH:35]. Starting materials: [Al+3], COC(=O)Cc1ccc(OCC2COC(C)(C)O2)cc1, [H-], [H-], [H-], [H-], [Li+], [Na+], C1CCOC1, [OH-], O. Product: CC1(C)OCC(COc2ccc(CCO)cc2)O1. RXN SMILES: [Al+3:22].[CH3:1][C:2]1([CH3:20])[O:3][CH2:4][CH:5]([CH2:7][O:8][c:9]2[cH:10][cH:11][c:12]([CH2:15][C:16](=[O:17])[O:18][CH3:19])[cH:13][cH:14]2)[O:6]1.[H-:21].[H-:24].[H-:25].[H-:26].[Li+:23].[Na+:29].[O:30]1[CH2:31][CH2:32][CH2:33][CH2:34]1.[OH-:28].[OH2:27]>>[CH3:1][C:2]1([CH3:20])[O:3][CH2:4][CH:5]([CH2:7][O:8][c:9]2[cH:10][cH:11][c:12]([CH2:15][CH2:16][OH:17])[cH:13][cH:14]2)[O:6]1. The reactants are CC=1NC(=CC1C(=O)O)C(C1=C(C=CC=C1)C)=O (Methyl 5-(2-methylbenzoyl)pyrrole-3-carboxylic acid), [OH-].[Na+] (sodium hydroxide). The solvent is CO (methanol). Yields the product CC1=C(C(=O)C2=CC(=CN2)C(=O)O)C=CC=C1 (5-(2-Methylbenzoyl)pyrrole-3-carboxylic Acid). The yield is 117.9%. As a reaction SMILES: C[C:2]1[NH:3][C:4]([C:10](=[O:18])[C:11]2[CH:16]=[CH:15][CH:14]=[CH:13][C:12]=2[CH3:17])=[CH:5][C:6]=1[C:7]([OH:9])=[O:8].[OH-].[Na+]>CO>[CH3:17][C:12]1[CH:13]=[CH:14][CH:15]=[CH:16][C:11]=1[C:10]([C:4]1[NH:3][CH:2]=[C:6]([C:7]([OH:9])=[O:8])[CH:5]=1)=[O:18] |f:1.2|. Reported procedure: Methyl 5-(2-methylbenzoyl)pyrrole-3-carboxylic acid (3.6 g.) was combined with 40 ml. of methanol and 40 ml. of 1 N sodium hydroxide, reluxed for 2.5 hours, the methanol evaporated, the aqueous residue diluted with approximately one volume of water and extracted with ether. The aqueous phase was cooled and acidified with conc. hydrochloric acid to yield crude product (4.0 g.), recovered by filtration. Recrystallization from methanol afforded purified 5-(2-methylbenzoyl)-pyrrole-3-carboxylic acid...